From a dataset of the Open Reaction Database (ORD), a public repository of structured organic reaction records. describe an organic reaction: reactants, conditions, products, and yield Reactants: CN(C)C=O, O=C(O)c1ccc([N+](=O)[O-])cc1, O=S(Cl)Cl. Yields the product O=C(Cl)c1ccc([N+](=O)[O-])cc1. RXN SMILES: [O:17]=[CH:18][N:19]([CH3:20])[CH3:21].[OH:1][C:2](=[O:3])[c:4]1[cH:5][cH:6][c:7]([N+:10]([O-:11])=[O:12])[cH:8][cH:9]1.[S:13]([Cl:14])([Cl:15])=[O:16]>>[O:1]=[C:2]([c:4]1[cH:5][cH:6][c:7]([N+:10]([O-:11])=[O:12])[cH:8][cH:9]1)[Cl:15]. Starting materials: C(C1=CC=CC=C1)OC=1C(=C(C2=CC(=CC=C2C1)Br)F)N1CC(NS1(=O)=O)=O (5-(3-benzyloxy-7-bromo-1-fluoronaphthalen-2-yl)-1,1-dioxo-1,2,5-thiadiazolidin-3-one), CC(C(=O)O)(CC=C)C.B1C2CCCC1CCC2 (2,2-dimethyl-pent-4-enoic acid 9-BBN). The reagents and catalysts are [OH-].[OH-].[Pd+2] (Pd(OH)2), [Pd] (Pd/C). The product is FC=1C(=C(C=C2C=CC(=CC12)CCCC(C(=O)O)(C)C)O)N1S(NC(C1)=O)(=O)=O (5-[8-Fluoro-6-hydroxy-7-(1,1,4-trioxo-1,2,5-thiadiazolidin-2-yl)-naphthalen-2-yl]-2,2-dimethyl-pentanoic acid). As a reaction SMILES: C([O:8][C:9]1[C:10]([N:21]2[S:25](=[O:27])(=[O:26])[NH:24][C:23](=[O:28])[CH2:22]2)=[C:11]([F:20])[C:12]2[C:17]([CH:18]=1)=[CH:16][CH:15]=[C:14](Br)[CH:13]=2)C1C=CC=CC=1.[CH3:29][C:30]([CH3:37])([CH2:34][CH:35]=[CH2:36])[C:31]([OH:33])=[O:32].B1C2CCCC1CCC2>[OH-].[OH-].[Pd+2].[Pd]>[F:20][C:11]1[C:10]([N:21]2[CH2:22][C:23](=[O:28])[NH:24][S:25]2(=[O:27])=[O:26])=[C:9]([OH:8])[CH:18]=[C:17]2[C:12]=1[CH:13]=[C:14]([CH2:36][CH2:35][CH2:34][C:30]([CH3:37])([CH3:29])[C:31]([OH:33])=[O:32])[CH:15]=[CH:16]2 |f:1.2,3.4.5|. Reported procedure: This compound is prepared from 5-(3-benzyloxy-7-bromo-1-fluoronaphthalen-2-yl)-1,1-dioxo-1,2,5-thiadiazolidin-3-one and 2,2-dimethyl-pent-4-enoic acid-9-BBN similar to Example 8, Steps A and B, except in Step B, Pd(OH)2 is used to replace 10% Pd/C: Retention time=0.98 min (Method A); MS (M−H)−=423. Starting materials: C(C)(C)(C)OC(=O)N([C@H](C(=O)N[C@H](C(=O)N1CC2=CC(=CC=C2C[C@H]1C(=O)N[C@H](C(=O)O)CC1=CC=CC=C1)[C@@H]1CN([C@@H](C1)C(N[C@@H]1CCCC2=CC=CC=C12)=O)C([C@H](C(C)(C)C)NC([C@H](C)N(C)C(=O)OC(C)(C)C)=O)=O)C(C)(C)C)C)C ((S)-2-((S)-2-((S)-2-((S)-2-((tert-butoxycarbonyl)(methyl)amino)propanamido)-3,3-dimethylbutanoyl)-7-((3R,5S)-1-((S)-2-((S)-2-((tert-butoxycarbonyl)(methyl)amino)propanamido)-3,3-dimethylbutanoyl)-5-(((R)-1,2,3,4-tetrahydronaphthalen-1-yl)carbamoyl)pyrrolidin-3-yl)-1,2,3,4-tetrahydroisoquinoline-3-carboxamido)-3-phenylpropanoic acid), C(C)(C)(C)OC(=O)N([C@H](C(=O)N[C@H](C(=O)N1CC2=CC(=CC=C2C[C@H]1C(=O)N[C@H](C(=O)O)CC1=CC=CC=C1)[C@@H]1CN([C@@H](C1)C(N[C@@H]1CCCC2=CC=CC=C12)=O)C([C@H](C(C)(C)C)NC([C@H](C)N(C)C(=O)OC(C)(C)C)=O)=O)C(C)(C)C)C)C ((S)-2-((S)-2-((S)-2-((S)-2-((tert-butoxycarbonyl)(methyl)amino)propanamido)-3,3-dimethylbutanoyl)-7-((3R,5S)-1-((S)-2-((S)-2-((tert-butoxycarbonyl)(methyl)amino)propanamido)-3,3-dimethylbutanoyl)-5-(((R)-1,2,3,4-tetrahydronaphthalen-1-yl)carbamoyl)pyrrolidin-3-yl)-1,2,3,4-tetrahydroisoquinoline-3-carboxamido)-3-phenylpropanoic acid), N1CCOCC1 (morpholine). Yields the product CC([C@@H](C(=O)N1CC2=CC(=CC=C2C[C@H]1C(=O)N[C@H](C(=O)N1CCOCC1)CC1=CC=CC=C1)[C@@H]1CN([C@@H](C1)C(N[C@@H]1CCCC2=CC=CC=C12)=O)C([C@H](C(C)(C)C)NC([C@H](C)NC)=O)=O)NC([C@H](C)NC)=O)(C)C ((S)-2-((S)-3,3-Dimethyl-2-((S)-2-(methylamino)propanamido)butanoyl)-7-((3R,5S)-1-((S)-3,3-dimethyl-2-((S)-2-(methylamino)propanamido)butanoyl)-5-(((R)-1,2,3,4-tetrahydronaphthalen-1-yl)carbamoyl)pyrrolidin-3-yl)-N—((S)-1-morpholino-1-oxo-3-phenylpropan-2-yl)-1,2,3,4-tetrahydroisoquinoline-3-carboxamide). Isolated yield 36.9%. Reaction SMILES: C(OC([N:8]([CH3:84])[C@@H:9]([CH3:83])[C:10]([NH:12][C@@H:13]([C:79]([CH3:82])([CH3:81])[CH3:80])[C:14]([N:16]1[C@H:25]([C:26]([NH:28][C@@H:29]([CH2:33][C:34]2[CH:39]=[CH:38][CH:37]=[CH:36][CH:35]=2)[C:30](O)=[O:31])=[O:27])[CH2:24][C:23]2[C:18](=[CH:19][C:20]([C@H:40]3[CH2:44][C@@H:43]([C:45](=[O:57])[NH:46][C@H:47]4[C:56]5[C:51](=[CH:52][CH:53]=[CH:54][CH:55]=5)[CH2:50][CH2:49][CH2:48]4)[N:42]([C:58](=[O:78])[C@@H:59]([NH:64][C:65](=[O:77])[C@@H:66]([N:68]([C:70](OC(C)(C)C)=O)C)[CH3:67])[C:60]([CH3:63])([CH3:62])[CH3:61])[CH2:41]3)=[CH:21][CH:22]=2)[CH2:17]1)=[O:15])=[O:11])=O)(C)(C)C.[NH:85]1[CH2:90][CH2:89][O:88][CH2:87][CH2:86]1>>[CH3:82][C:79]([CH3:80])([CH3:81])[C@H:13]([NH:12][C:10](=[O:11])[C@@H:9]([NH:8][CH3:84])[CH3:83])[C:14]([N:16]1[C@H:25]([C:26]([NH:28][C@@H:29]([CH2:33][C:34]2[CH:35]=[CH:36][CH:37]=[CH:38][CH:39]=2)[C:30]([N:85]2[CH2:90][CH2:89][O:88][CH2:87][CH2:86]2)=[O:31])=[O:27])[CH2:24][C:23]2[C:18](=[CH:19][C:20]([C@H:40]3[CH2:44][C@@H:43]([C:45](=[O:57])[NH:46][C@H:47]4[C:56]5[C:51](=[CH:52][CH:53]=[CH:54][CH:55]=5)[CH2:50][CH2:49][CH2:48]4)[N:42]([C:58](=[O:78])[C@@H:59]([NH:64][C:65](=[O:77])[C@@H:66]([NH:68][CH3:70])[CH3:67])[C:60]([CH3:63])([CH3:62])[CH3:61])[CH2:41]3)=[CH:21][CH:22]=2)[CH2:17]1)=[O:15]. Procedure: Following procedures analogous to those described for the preparation of Example 42, (S)-2-((S)-2-((S)-2-((S)-2-((tert-butoxycarbonyl)(methyl)amino)propanamido)-3,3-dimethylbutanoyl)-7-((3R,5S)-1-((S)-2-((S)-2-((tert-butoxycarbonyl)(methyl)amino)propanamido)-3,3-dimethylbutanoyl)-5-(((R)-1,2,3,4-tetrahydronaphthalen-1-yl)carbamoyl)pyrrolidin-3-yl)-1,2,3,4-tetrahydroisoquinoline-3-carboxamido)-3-phenylpropanoic acid (Compound B of Example 41, 25 mg, 0.021 mmol) and morpholine (Aldrich, 3 mg, 0.03... Starting materials: CO, CC(C)(CN=[N+]=[N-])Cc1ccccc1, [H][H], C1CCOC1. Yields the product CC(C)(CN)Cc1ccccc1. Reaction SMILES: [CH3:15][OH:16].[CH3:1][C:2]([CH2:3][N:4]=[N+:5]=[N-:6])([CH2:7][c:8]1[cH:9][cH:10][cH:11][cH:12][cH:13]1)[CH3:14].[H:17][H:18].[O:19]1[CH2:20][CH2:21][CH2:22][CH2:23]1>>[CH3:1][C:2]([CH2:3][NH2:4])([CH2:7][c:8]1[cH:9][cH:10][cH:11][cH:12][cH:13]1)[CH3:14]. Starting materials: C1CCOC1, CCO, Cl, [Na+], [OH-], COC(=O)CCc1ccc(C(=C2CC(C)(C)CC(C)(C)C2)c2ccc(O)cc2)cc1. Yields the product CC1(C)CC(=C(c2ccc(O)cc2)c2ccc(CCC(=O)O)cc2)CC(C)(C)C1. Reaction SMILES: [CH2:37]1[O:38][CH2:39][CH2:40][CH2:41]1.[CH3:34][CH2:35][OH:36].[ClH:33].[Na+:32].[OH-:31].[OH:1][c:2]1[cH:3][cH:4][c:5]([C:8]([c:9]2[cH:10][cH:11][c:12]([CH2:15][CH2:16][C:17](=[O:18])[O:19][CH3:20])[cH:13][cH:14]2)=[C:21]2[CH2:22][C:23]([CH3:29])([CH3:30])[CH2:24][C:25]([CH3:27])([CH3:28])[CH2:26]2)[cH:6][cH:7]1>>[OH:1][c:2]1[cH:3][cH:4][c:5]([C:8]([c:9]2[cH:10][cH:11][c:12]([CH2:15][CH2:16][C:17](=[O:18])[OH:19])[cH:13][cH:14]2)=[C:21]2[CH2:22][C:23]([CH3:29])([CH3:30])[CH2:24][C:25]([CH3:27])([CH3:28])[CH2:26]2)[cH:6][cH:7]1. Starting materials: C(CCl)Cl (EDC), C(#N)C1=CC=C2C=3C(C4=C(C(C3NC2=C1)(C)C)C=C(C=C4)OCC(=O)O)=O ((3-Cyano-6,6-dimethyl-11-oxo-6,11-dihydro-5H-benzo[b]carbazol-8-yloxy)-acetic acid), NCCC#N (3-aminopropionitrile), C=1C=CC2=C(C1)N=NN2O (HOBt). Run in CN(C)C=O (DMF). Conditions: time 8 hour. Product: C(#N)C1=CC=C2C=3C(C4=C(C(C3NC2=C1)(C)C)C=C(C=C4)OCC(=O)NCCC#N)=O (2-(3-Cyano-6,6-dimethyl-11-oxo-6,11-dihydro-5H-benzo[b]carbazol-8-yloxy)-N-(2-cyano-ethyl)-acetamide). Yield: 67.2%. RXN SMILES: [C:1]([C:3]1[CH:15]=[C:14]2[C:6]([C:7]3[C:8](=[O:27])[C:9]4[CH:21]=[CH:20][C:19]([O:22][CH2:23][C:24]([OH:26])=O)=[CH:18][C:10]=4[C:11]([CH3:17])([CH3:16])[C:12]=3[NH:13]2)=[CH:5][CH:4]=1)#[N:2].[NH2:28][CH2:29][CH2:30][C:31]#[N:32].C1C=CC2N(O)N=NC=2C=1.C(Cl)CCl>CN(C=O)C>[C:1]([C:3]1[CH:15]=[C:14]2[C:6]([C:7]3[C:8](=[O:27])[C:9]4[CH:21]=[CH:20][C:19]([O:22][CH2:23][C:24]([NH:32][CH2:31][CH2:30][C:29]#[N:28])=[O:26])=[CH:18][C:10]=4[C:11]([CH3:17])([CH3:16])[C:12]=3[NH:13]2)=[CH:5][CH:4]=1)#[N:2]. Reported procedure: (3-Cyano-6,6-dimethyl-11-oxo-6,11-dihydro-5H-benzo[b]carbazol-8-yloxy)-acetic acid (Compound A8-7, 30 mg, 0.083 mmol), 3-aminopropionitrile (12 mg, 2 eq.) and HOBt (30 mg, 3 eq.) were dissolved in 0.5 ml DMF, added with EDC (48 mg, 3 eq.), and stirred at room temperature overnight. Thereafter, the solvent was removed under reduced pressure and the resulting residues were purified by preparative TLC to obtain the title compound (23 mg).